Dataset: the Open Reaction Database (ORD), a public repository of structured organic reaction records. Task: describe an organic reaction: reactants, conditions, products, and yield The reactants are FC(C1=CC=C(CBr)C=C1)(F)F (4-(trifluoromethyl)benzyl bromide), BrCCO (2-bromoethanol), CC=1N=C(SC1C(=O)NCC=1C=NC=CC1)N1C=NNC1=O (4-methyl-2-(5-oxo-1H-1,2,4-triazol-4(5H)-yl)-N-(pyridin-3-ylmethyl)thiazole-5-carboxamide). Product: OCCN1N=CN(C1=O)C=1SC(=C(N1)C)C(=O)NCC=1C=NC=CC1 (2-(1-(2-hydroxyethyl)-5-oxo-1H-1,2,4-triazol-4(5H)-yl)-4-methyl-N-(pyridin-3-ylmethyl)thiazole-5-carboxamide). The yield is 76.0%. As a reaction SMILES: FC(F)(F)C1C=CC(CBr)=CC=1.Br[CH2:14][CH2:15][OH:16].[CH3:17][C:18]1[N:19]=[C:20]([N:33]2[C:37](=[O:38])[NH:36][N:35]=[CH:34]2)[S:21][C:22]=1[C:23]([NH:25][CH2:26][C:27]1[CH:28]=[N:29][CH:30]=[CH:31][CH:32]=1)=[O:24]>>[OH:16][CH2:15][CH2:14][N:36]1[C:37](=[O:38])[N:33]([C:20]2[S:21][C:22]([C:23]([NH:25][CH2:26][C:27]3[CH:28]=[N:29][CH:30]=[CH:31][CH:32]=3)=[O:24])=[C:18]([CH3:17])[N:19]=2)[CH:34]=[N:35]1. Procedure: Following the procedure as described in Example 19, making variation as required to replace 4-(trifluoromethyl)benzyl bromide with 2-bromoethanol to react with 4-methyl-2-(5-oxo-1H-1,2,4-triazol-4(5H)-yl)-N-(pyridin-3-ylmethyl)thiazole-5-carboxamide, the title compound was obtained as a white solid in 76% yield: mp 201-202° C. (ethyl acetate/hexane); 1H NMR (300 MHz, DMSO-d6) δ 8.87 (t, J=5.8 Hz, 1H), 8.71 (s, 1H), 8.51 (br s, 1H), 8.47-8.39 (m, 1H), 7.73-7.66 (m, 1H), 7.37-7.30 (m, 1H), 4.83 (t... Starting materials: Cl.CC=1C=C(C=CC1)C1(CCNCC1)O (4-(3-methylphenyl)-4-hydroxypiperidine hydrochloride), hydrochloride salt, Cl (HCl), C(#N)C1=CC=C(CN2C=NC=C2C=O)C=C1 (1-(4-Cyanobenzyl)-5-imidazole carboxaldehyde), 3A, C(#N)[BH3-].[Na+] (sodium cyanoborohydride), solution. The solvent is C(C)(=O)O (acetic acid), C(C)#N (acetonitrile), CO (methanol), C1CCOC1 (THF). Run at time 48 hour. Product: C(#N)C1=CC=C(CN2C=NC=C2CN2CCC(CC2)(O)C2=CC(=CC=C2)C)C=C1 (N-{[1-(4-Cyanobenzyl)-1H-imidazol-5-yl]methyl}-4-(3-methylphenyl)-4 hydroxy piperidine). RXN SMILES: Cl.[CH3:2][C:3]1[CH:4]=[C:5]([C:9]2([OH:15])[CH2:14][CH2:13][NH:12][CH2:11][CH2:10]2)[CH:6]=[CH:7][CH:8]=1.[C:16]([C:18]1[CH:31]=[CH:30][C:21]([CH2:22][N:23]2[C:27]([CH:28]=O)=[CH:26][N:25]=[CH:24]2)=[CH:20][CH:19]=1)#[N:17].C([BH3-])#N.[Na+].Cl>CO.C1COCC1.C(#N)C.C(O)(=O)C>[C:16]([C:18]1[CH:19]=[CH:20][C:21]([CH2:22][N:23]2[C:27]([CH2:28][N:12]3[CH2:11][CH2:10][C:9]([C:5]4[CH:6]=[CH:7][CH:8]=[C:3]([CH3:2])[CH:4]=4)([OH:15])[CH2:14][CH2:13]3)=[CH:26][N:25]=[CH:24]2)=[CH:30][CH:31]=1)#[N:17] |f:0.1,3.4|. Procedure: To a mixture of 4-(3-methylphenyl)-4-hydroxypiperidine hydrochloride (457 mg, 2.00 mmol), the aldehyde from step E (508 mg, 2.41 mmol), and 3A molecular sieves (2.0 g) in methanol (20 ml) was added sodium cyanoborohydride (2.20 ml of a 1M solution in THF, 2.20 mmol). The pH was adjusted to 5 by addition of acetic acid and the reaction stirred under argon for 48 hrs at room temperature. The solids were removed by filtration and the filtrate partitioned between EtOAc and saturated NaHCO3 solution,... The reactants are Cl (HCl), NCCOCCO (2-(2-amino-ethoxy)-ethanol), N1C=CC2=CC(=CC=C12)NC=1C2=C(N=CN1)C=C(S2)C2=CC=C(C=O)C=C2 (4-[4-(1H-indol-5-ylamino)-thieno[3,2-d]pyrimidin-6-yl]-benzaldehyde), mesylate salt. The product is N1C=CC2=CC(=CC=C12)NC=1C2=C(N=CN1)C=C(S2)C2=CC=C(CNCCOCCO)C=C2 (2-(2-(4-[4-(1H-Indol-5-ylamino)-thieno[3,2-d]pyrimidin-6-yl]-benzylamino}-ethoxy)-ethanol). Reaction SMILES: [NH2:1][CH2:2][CH2:3][O:4][CH2:5][CH2:6][OH:7].[NH:8]1[C:16]2[C:11](=[CH:12][C:13]([NH:17][C:18]3[C:19]4[S:26][C:25]([C:27]5[CH:34]=[CH:33][C:30]([CH:31]=O)=[CH:29][CH:28]=5)=[CH:24][C:20]=4[N:21]=[CH:22][N:23]=3)=[CH:14][CH:15]=2)[CH:10]=[CH:9]1.Cl>>[NH:8]1[C:16]2[C:11](=[CH:12][C:13]([NH:17][C:18]3[C:19]4[S:26][C:25]([C:27]5[CH:34]=[CH:33][C:30]([CH2:31][NH:1][CH2:2][CH2:3][O:4][CH2:5][CH2:6][OH:7])=[CH:29][CH:28]=5)=[CH:24][C:20]=4[N:21]=[CH:22][N:23]=3)=[CH:14][CH:15]=2)[CH:10]=[CH:9]1. Procedure: The title compound was prepared from 2-(2-amino-ethoxy)-ethanol and 4-[4-(1H-indol-5-ylamino)-thieno[3,2-d]pyrimidin-6-yl]-benzaldehyde by a procedure analogous to example 17. The product was converted to the mesylate salt analogous to example 17 being converted to the HCl salt. M.P. 111-119° C.; LC-MS: 460 (MH+); HPLC RT: 3.40 minutes. Starting materials: CC(C(=O)C1=CN(C2=NC=C(N=C21)C2=CN(C1=CC=CC=C21)CC(=O)N2CCN(CC2)C)COCC[Si](C)(C)C)(C)C (2,2-dimethyl-1-[2-{1-[2-(4-methyl-piperazin-1-yl)-2-oxo-ethyl]-1H-indol-3-yl}-5-(2-trimethylsilanyl-ethoxymethyl)-5H-pyrrolo[2,3-b]pyrazin-7-yl]-propan-1-one). Run in C(Cl)Cl.CO (DCM MeOH). Product: CC(C(=O)C1=CNC2=NC=C(N=C21)C2=CN(C1=CC=CC=C21)CC(=O)N2CCN(CC2)C)(C)C (2,2-Dimethyl-1-(2-{1-[2-(4-methyl-piperazin-1-yl)-2-oxo-ethyl]-1H-indol-3-yl}-5H-pyrrolo[2,3-b]pyrazin-7-yl)-propan-1-one). The yield is 67.0%. Reaction SMILES: [CH3:1][C:2]([CH3:42])([CH3:41])[C:3]([C:5]1[C:13]2[C:8](=[N:9][CH:10]=[C:11]([C:14]3[C:22]4[C:17](=[CH:18][CH:19]=[CH:20][CH:21]=4)[N:16]([CH2:23][C:24]([N:26]4[CH2:31][CH2:30][N:29]([CH3:32])[CH2:28][CH2:27]4)=[O:25])[CH:15]=3)[N:12]=2)[N:7](COCC[Si](C)(C)C)[CH:6]=1)=[O:4]>C(Cl)Cl.CO>[CH3:1][C:2]([CH3:42])([CH3:41])[C:3]([C:5]1[C:13]2[C:8](=[N:9][CH:10]=[C:11]([C:14]3[C:22]4[C:17](=[CH:18][CH:19]=[CH:20][CH:21]=4)[N:16]([CH2:23][C:24]([N:26]4[CH2:27][CH2:28][N:29]([CH3:32])[CH2:30][CH2:31]4)=[O:25])[CH:15]=3)[N:12]=2)[NH:7][CH:6]=1)=[O:4] |f:1.2|. Reported procedure: 2,2-Dimethyl-1-(2-{1-[2-(4-methyl-piperazin-1-yl)-2-oxo-ethyl]-1H-indol-3-yl}-5H-pyrrolo[2,3-b]pyrazin-7-yl)-propan-1-one was prepared following the same procedure but using 2,2-dimethyl-1-[2-{1-[2-(4-methyl-piperazin-1-yl)-2-oxo-ethyl]-1H-indol-3-yl}-5-(2-trimethylsilanyl-ethoxymethyl)-5H-pyrrolo[2,3-b]pyrazin-7-yl]-propan-1-one as starting material. The product was isolated in 67% yield by SiO2 chromatography (DCM/MeOH 0-10% MeOH). Starting materials: Cl (hydrochloric acid), NN1C(=NC=C1)N1CCOCC1 (1-amino-2-morpholinoimidazole), OC1=C(C=C(C=O)C=C1C(C)(C)C)C(C)(C)C (4-hydroxy-3,5-di-tert.-butylbenzaldehyde). Solvent: C(C)O (ethanol). Run at time 8 hour. Product: OC1=C(C=C(C=NN2C(=NC=C2)N2CCOCC2)C=C1C(C)(C)C)C(C)(C)C (1-(4-hydroxy-3,5-di-tert.-butylbenzylideneamino)-2-morpholinoimidazole). RXN SMILES: [NH2:1][N:2]1[CH:6]=[CH:5][N:4]=[C:3]1[N:7]1[CH2:12][CH2:11][O:10][CH2:9][CH2:8]1.Cl.[OH:14][C:15]1[C:22]([C:23]([CH3:26])([CH3:25])[CH3:24])=[CH:21][C:18]([CH:19]=O)=[CH:17][C:16]=1[C:27]([CH3:30])([CH3:29])[CH3:28]>C(O)C>[OH:14][C:15]1[C:22]([C:23]([CH3:25])([CH3:24])[CH3:26])=[CH:21][C:18]([CH:19]=[N:1][N:2]2[CH:6]=[CH:5][N:4]=[C:3]2[N:7]2[CH2:8][CH2:9][O:10][CH2:11][CH2:12]2)=[CH:17][C:16]=1[C:27]([CH3:30])([CH3:29])[CH3:28]. Procedure: 1.18 g of 1-amino-2-morpholinoimidazole are dissolved in 50 ml of ethanol and treated with 3.5 ml of 2N hydrochloric acid. After the addition of 1.65 g of 4-hydroxy-3,5-di-tert.-butylbenzaldehyde, the reaction mixture is stirred at room temperature overnight. The solvent is subsequently removed by evaporation in a vacuum. The residue is treated with 20 ml of water and saturated sodium carbonate solution is added up to an alkaline reaction. The separated, colorless product is removed by filtratio... The reactants are COc1cc(C)nc(NC(=O)NS(=O)(=O)C2CCCCC2Cl)n1, CO, [Na+], [OH-], O. Yields the product COc1cc(C)nc(NC(=O)NS(=O)(=O)C2=CCCCC2)n1. As a reaction SMILES: [CH3:1][O:2][c:3]1[n:4][c:5]([NH:10][C:11](=[O:12])[NH:13][S:14](=[O:15])(=[O:16])[CH:17]2[CH:18]([Cl:23])[CH2:19][CH2:20][CH2:21][CH2:22]2)[n:6][c:7]([CH3:9])[cH:8]1.[CH3:26][OH:27].[Na+:25].[OH-:24].[OH2:28]>>[CH3:1][O:2][c:3]1[n:4][c:5]([NH:10][C:11](=[O:12])[NH:13][S:14](=[O:15])(=[O:16])[C:17]2=[CH:18][CH2:19][CH2:20][CH2:21][CH2:22]2)[n:6][c:7]([CH3:9])[cH:8]1.